Dataset: the Open Reaction Database (ORD), a public repository of structured organic reaction records. Task: describe an organic reaction: reactants, conditions, products, and yield The reactants are C(C1=CC=CC=C1)(=O)C1=CC=CC=C1 (benzophenone), BrC1=CC=C(N)C=C1 (4-bromoaniline), CO (MeOH). The solvent is C1(=CC=CC=C1)C (toluene). Conditions: time 18 hour. The product is C1(=CC=CC=C1)C(=NC1=CC=C(C=C1)Br)C1=CC=CC=C1 (N-Diphenylmethylene-4-bromoaniline). Reaction SMILES: [C:1]([C:9]1[CH:14]=[CH:13][CH:12]=[CH:11][CH:10]=1)(=O)[C:2]1[CH:7]=[CH:6][CH:5]=[CH:4][CH:3]=1.[Br:15][C:16]1[CH:22]=[CH:21][C:19]([NH2:20])=[CH:18][CH:17]=1.CO>C1(C)C=CC=CC=1>[C:2]1([C:1]([C:9]2[CH:14]=[CH:13][CH:12]=[CH:11][CH:10]=2)=[N:20][C:19]2[CH:21]=[CH:22][C:16]([Br:15])=[CH:17][CH:18]=2)[CH:7]=[CH:6][CH:5]=[CH:4][CH:3]=1. Reported procedure: The method of Taguchi and Westheimer1 was modified as follows: benzophenone (455 g, 2.50 mol) and 4-bromoaniline (473 g, 2.75 mol) were dissolved in toluene (1.2 L) under argon in a 5 L flask containing activated molecular sieves (5 Å, 1.25 kg). The flask was fitted with a reflux condenser, rubber septum, and pressure outlet. The mixture was heated to gentle reflux and shaken occasionally; an intense yellow color soon developed. After 18 h, heating was discontinued and the solution was cooled to... The reactants are C(C1=CC=CC=C1)OC1=C2CCC(C2=CC=C1)C(=O)O (4-benzyloxyindan-1-carboxylic acid), CN(C1=CC=C(C=C1)CNC1=CC=C(C=C1)C(C)C)C ([(4-dimethylaminophenyl)methyl](4-isopropylphenyl)amine). Yields the product C(C1=CC=CC=C1)OC1=C2CCC(C2=CC=C1)C(=O)N(C1=CC=C(C=C1)C(C)C)CC1=CC=C(C=C1)N(C)C (4-benzyloxy-N-[(4-dimethylaminophenyl)methyl]-N-(4-isopropylphenyl)indan-1-carboxamide). Yield: 110.9%. As a reaction SMILES: [CH2:1]([O:8][C:9]1[CH:17]=[CH:16][CH:15]=[C:14]2[C:10]=1[CH2:11][CH2:12][CH:13]2[C:18]([OH:20])=O)[C:2]1[CH:7]=[CH:6][CH:5]=[CH:4][CH:3]=1.[CH3:21][N:22]([CH3:40])[C:23]1[CH:28]=[CH:27][C:26]([CH2:29][NH:30][C:31]2[CH:36]=[CH:35][C:34]([CH:37]([CH3:39])[CH3:38])=[CH:33][CH:32]=2)=[CH:25][CH:24]=1>>[CH2:1]([O:8][C:9]1[CH:17]=[CH:16][CH:15]=[C:14]2[C:10]=1[CH2:11][CH2:12][CH:13]2[C:18]([N:30]([CH2:29][C:26]1[CH:25]=[CH:24][C:23]([N:22]([CH3:40])[CH3:21])=[CH:28][CH:27]=1)[C:31]1[CH:32]=[CH:33][C:34]([CH:37]([CH3:39])[CH3:38])=[CH:35][CH:36]=1)=[O:20])[C:2]1[CH:3]=[CH:4][CH:5]=[CH:6][CH:7]=1. Reported procedure: By the reaction and treatment in the same manner as in Example 12 using 4-benzyloxyindan-1-carboxylic acid (0.7 g) and [(4-dimethylaminophenyl)methyl](4-isopropylphenyl)amine (0.7 g) as starting materials, 4-benzyloxy-N-[(4-dimethylaminophenyl)methyl]-N-(4-isopropylphenyl)indan-1-carboxamide (1.5 g) was obtained.